Dataset: the Open Reaction Database (ORD), a public repository of structured organic reaction records. Task: describe an organic reaction: reactants, conditions, products, and yield The reactants are N1CCCCC1 (piperidine), CN(C=1C=C(C=CC1)O)C (3-dimethylaminophenol), C1=CC2=C(C=C1C=O)OCO2 (piperonal), C(CC#N)#N (malononitrile). The solvent is C(C)O (ethanol). Reaction conditions: time 2 hour. Product: NC=1OC2=CC(=CC=C2C(C1C#N)C1=CC2=C(C=C1)OCO2)N(C)C (2-Amino-3-cyano-7-dimethylamino-4-(3,4-methylenedioxyphenyl)-4H-chromene). Isolated yield 79.3%. As a reaction SMILES: [CH3:1][N:2]([CH3:10])[C:3]1[CH:4]=[C:5]([OH:9])[CH:6]=[CH:7][CH:8]=1.[CH:11]1[C:16]([CH:17]=O)=[CH:15][C:14]2[O:19][CH2:20][O:21][C:13]=2[CH:12]=1.[C:22](#[N:26])[CH2:23][C:24]#[N:25].N1CCCCC1>C(O)C>[NH2:26][C:22]1[O:9][C:5]2[C:6]([CH:17]([C:16]3[CH:11]=[CH:12][C:13]4[O:21][CH2:20][O:19][C:14]=4[CH:15]=3)[C:23]=1[C:24]#[N:25])=[CH:7][CH:8]=[C:3]([N:2]([CH3:10])[CH3:1])[CH:4]=2. Procedure details: To a mixture of 3-dimethylaminophenol (489 mg, 3.56 mmol), piperonal (535 mg, 3.56 mmol), and malononitrile (233 mg, 3.53 mmol) in ethanol (20 ml) was added piperidine (0.70 ml, 7.1 mmol). The mixture was stirred at room temperature for 2 h and the resulting solid was collected by filtration, washed with methanol and dried in vacuo to yield the title compound as a yellow solid (940 mg, 2.80 mmol, 79%). 1H NMR (DMSO-d6): 6.83-6.77 (m, 4H), 6.66-6.64 (m, 2H), 6.47-6.44 (m, 1H), 6.21 (s, 1H), 5.96 ...